Dataset: the Open Reaction Database (ORD), a public repository of structured organic reaction records. Task: describe an organic reaction: reactants, conditions, products, and yield The reactants are O (H2O), CC[C@@H]1CN2CC[C@@H]1C[C@@H]2[C@@H](C3=C4C=C(C=CC4=NC=C3)OC)OC5=NN=C(C6=CC=CC=C65)O[C@@H]([C@H]7C[C@@H]8CCN7C[C@@H]8CC)C9=C1C=C(C=CC1=NC=C9)OC (AD-mix-α), O (H2O), S(=O)([O-])[O-].[Na+].[Na+] (Sodium sulfite), C(=C)C=1C=C(C=C(C1F)F)CCC(=O)OCC (Ethyl 3-(3-ethenyl-4,5-difluorophenyl)propanoate), O (H2O). Run in CC(C)(C)O (t-BuOH), CC(C)(C)O (t-BuOH). Conditions: temperature 0 celsius, time 6 hour. Product: O[C@H](CO)C=1C=C(C=C(C1F)F)CCC(=O)OCC (Ethyl 3-{3-[(1S)-1,2-dihydroxyethyl]-4,5-difluorophenyl}propanoate). Yield: 95.0%. RXN SMILES: CC[C@H]1[C@H]2C[C@H]([C@H](OC3C4C(=CC=CC=4)C(O[C@H](C4C=CN=C5C=4C=C(OC)C=C5)[C@@H]4N5C[C@H](CC)[C@@H](CC5)C4)=NN=3)C3C=CN=C4C=3C=C([O:22]C)C=C4)N(CC2)C1.[CH:59]([C:61]1[CH:62]=[C:63]([CH2:69][CH2:70][C:71]([O:73][CH2:74][CH3:75])=[O:72])[CH:64]=[C:65]([F:68])[C:66]=1[F:67])=[CH2:60].S([O-])([O-])=O.[Na+].[Na+].[OH2:82]>CC(O)(C)C>[OH:82][C@@H:59]([C:61]1[CH:62]=[C:63]([CH2:69][CH2:70][C:71]([O:73][CH2:74][CH3:75])=[O:72])[CH:64]=[C:65]([F:68])[C:66]=1[F:67])[CH2:60][OH:22] |f:2.3.4|. Reported procedure: A solution of AD-mix-α (66.0 g), t-BuOH (340 mL), and H2O (380 mL) was stirred until no solid was observed and then cooled to 0° C. Ethyl 3-(3-ethenyl-4,5-difluorophenyl)propanoate (16.3 g, 68.0 mmol) in t-BuOH (45 mL) and H2O (5 mL) was added and the reaction stirred at 0° C. for 6 h and then warmed to room temperature overnight. Sodium sulfite (84 g) was added and the reaction stirred at room temperature for 5 h. The reaction was diluted with H2O and extracted two times with CH2Cl2. The combin... Starting materials: C1(CCCCC1)N=C=NC1CCCCC1 (Dicyclohexylcarbodiimide), C(C)(=O)SCC(C(=O)O)C (3-acetylthio-2-methylpropanoic acid), ice, COC(=O)C1SCCN1 (2-Thiazolidinecarboxylic acid methyl ester), ON1N=NC2=C1C=CC=C2 (3-hydroxybenzotriazole). Solvent: ClCCl (dichloromethane), ClCCl (dichloromethane), ClCCl (dichloromethane). Product: COC(=O)C1SCCN1C(C(CSC(C)=O)C)=O (3-(3-acetylthio-2-methylpropanoyl)-2-thiazolidinecarboxylic acid methyl ester). As a reaction SMILES: [CH3:1][O:2][C:3]([CH:5]1[NH:9][CH2:8][CH2:7][S:6]1)=[O:4].ON1C2C=CC=CC=2N=N1.C1(N=C=NC2CCCCC2)CCCCC1.[C:35]([S:38][CH2:39][CH:40]([CH3:44])[C:41](O)=[O:42])(=[O:37])[CH3:36]>ClCCl>[CH3:1][O:2][C:3]([CH:5]1[N:9]([C:41](=[O:42])[CH:40]([CH3:44])[CH2:39][S:38][C:35](=[O:37])[CH3:36])[CH2:8][CH2:7][S:6]1)=[O:4]. Reported procedure: 2-Thiazolidinecarboxylic acid methyl ester (C.A. 53, 12, 281) (4.4 g.) and 3-hydroxybenzotriazole (4.0 g.) are dissolved in dichloromethane (40 ml.) and the solution is stirred and chilled in an ice bath. Dicyclohexylcarbodiimide (6.2 g.) dissolved in dichloromethane (15 ml.) is added followed immediately by a solution of 3-acetylthio-2-methylpropanoic acid (4.9 g.) in dichloromethane (5 ml.). After fifteen minutes stirring in the ice bath, and sixteen hours at room temperature, the precipitate ... Reactants: [BH4-], CCO, [Cl-], COc1ccc(F)cc1C(C)(C)CC(O)(C(C)=Nc1cccc2nc(C)ccc12)C(F)(F)F, [Na+], [Na+], C1CCOC1. Product: COc1ccc(F)cc1C(C)(C)CC(O)(C(C)Nc1cccc2nc(C)ccc12)C(F)(F)F. Reaction SMILES: [BH4-:37].[CH3:34][CH2:35][OH:36].[Cl-:39].[F:1][c:2]1[cH:3][cH:4][c:5]([O:32][CH3:33])[c:6]([C:8]([CH2:9][C:10]([C:11]([CH3:12])=[N:13][c:14]2[c:15]3[cH:16][cH:17][c:18]([CH3:24])[n:19][c:20]3[cH:21][cH:22][cH:23]2)([OH:25])[C:26]([F:27])([F:28])[F:29])([CH3:30])[CH3:31])[cH:7]1.[Na+:38].[Na+:40].[O:41]1[CH2:42][CH2:43][CH2:44][CH2:45]1>>[F:1][c:2]1[cH:3][cH:4][c:5]([O:32][CH3:33])[c:6]([C:8]([CH2:9][C:10]([CH:11]([CH3:12])[NH:13][c:14]2[c:15]3[cH:16][cH:17][c:18]([CH3:24])[n:19][c:20]3[cH:21][cH:22][cH:23]2)([OH:25])[C:26]([F:27])([F:28])[F:29])([CH3:30])[CH3:31])[cH:7]1.